This data is from the Open Reaction Database (ORD), a public repository of structured organic reaction records. The task is: describe an organic reaction: reactants, conditions, products, and yield Starting materials: [N+](=O)([O-])C=1C=C(C(C(=O)O)=CC1)C(=O)O (4-nitrophthalic acid), C1(CCCCC1)O (cyclohexanol), S(O)(O)(=O)=O (sulfuric acid). Conditions: temperature 120 celsius. The product is [N+](=O)([O-])C=1C=C(C(C(=O)OC2CCCCC2)=CC1)C(=O)OC1CCCCC1 (dicyclohexyl 4-nitrophthalate). The yield is 65.5%. RXN SMILES: [N+:1]([C:4]1[CH:5]=[C:6]([C:13]([OH:15])=[O:14])[C:7](=[CH:11][CH:12]=1)[C:8]([OH:10])=[O:9])([O-:3])=[O:2].S(=O)(=O)(O)O.[CH:21]1(O)[CH2:26][CH2:25][CH2:24][CH2:23][CH2:22]1>>[N+:1]([C:4]1[CH:5]=[C:6]([C:13]([O:15][CH:4]2[CH2:5][CH2:6][CH2:7][CH2:11][CH2:12]2)=[O:14])[C:7](=[CH:11][CH:12]=1)[C:8]([O:10][CH:21]1[CH2:26][CH2:25][CH2:24][CH2:23][CH2:22]1)=[O:9])([O-:3])=[O:2]. Procedure: 4-nitrophthalic acid (2.0 g, 9.5 mmol) was dissolved in 30 ml of cyclohexanol, and then 0.3 ml of conc. sulfuric acid was added. The mixture was heated at 120° C. for 24 hours and the solvent was evaporated under reduced pressure. The oily residue was dissolved in diethyl ether and washed three times with water and once with 10% Na2CO3 solution. The ether solution was dried over anhydrous sodium sulfate. After evaporation of the solvent, the residue was purified by silica gel column chromatograp... Reactants: CC(=O)O, CC(=O)Nc1ccc2c(c1)OCO2, ClCCl, ClI, [Na+], [Na+], O=S([O-])([O-])=S. Yields the product CC(=O)Nc1cc2c(cc1I)OCO2. As a reaction SMILES: [C:26]([OH:27])(=[O:28])[CH3:29].[CH2:1]1[O:2][c:3]2[cH:4][c:5]([NH:6][C:7]([CH3:8])=[O:9])[cH:10][cH:11][c:12]2[O:13]1.[Cl:23][CH2:24][Cl:25].[I:14][Cl:15].[Na+:16].[Na+:17].[O-:18][S:19]([O-:20])(=[S:21])=[O:22]>>[CH2:1]1[O:2][c:3]2[cH:4][c:5]([NH:6][C:7]([CH3:8])=[O:9])[c:10]([I:14])[cH:11][c:12]2[O:13]1. Reactants: O[C@H]1C[C@H]2\C(\C([C@H]3[C@@H]4CC[C@H]([C@@H](CCC(=O)O)C)[C@]4(CC[C@@H]3[C@]2(CC1)C)C)=O)=C/C (E-3α-hydroxy-6-ethylidene-7-keto-5β-cholan-24-oic acid), [OH-].[Na+] (NaOH). Reagents/catalysts: [Pd] (Pd/C). Run in O (water). The product is O[C@H]1C[C@H]2[C@H](C([C@H]3[C@@H]4CC[C@H]([C@@H](CCC(=O)O)C)[C@]4(CC[C@@H]3[C@]2(CC1)C)C)=O)CC (3α-hydroxy-6α-ethyl-7-keto-5β-cholan-24-oic acid). As a reaction SMILES: [OH:1][C@@H:2]1[CH2:25][CH2:24][C@@:23]2([CH3:26])[C@H:4](/[C:5](=[CH:29]\[CH3:30])/[C:6](=[O:28])[C@@H:7]3[C@@H:22]2[CH2:21][CH2:20][C@@:19]2([CH3:27])[C@H:8]3[CH2:9][CH2:10][C@@H:11]2[C@H:12]([CH3:18])[CH2:13][CH2:14][C:15]([OH:17])=[O:16])[CH2:3]1.[OH-].[Na+]>[Pd].O>[OH:1][C@@H:2]1[CH2:25][CH2:24][C@@:23]2([CH3:26])[C@H:4]([C@@H:5]([CH2:29][CH3:30])[C:6](=[O:28])[C@@H:7]3[C@@H:22]2[CH2:21][CH2:20][C@@:19]2([CH3:27])[C@H:8]3[CH2:9][CH2:10][C@@H:11]2[C@H:12]([CH3:18])[CH2:13][CH2:14][C:15]([OH:17])=[O:16])[CH2:3]1 |f:1.2|. Reported procedure: In one embodiment in Step 5, E-3α-hydroxy-6-ethylidene-7-keto-5β-cholan-24-oic acid (5), water, NaOH solution (e.g. 50% wt.), and Pd/C are mixed at about 5 bar of H2 gas and at a temperature at about 100° C. to about 105° C. until H2 uptake has ceased. The reaction mixture is cooled to about 40° C. to about 50° C. and Pd/C is filtered off. Then n-butyl acetate and HCl are added to the solution containing compound 6. In one embodiment, the aqueous phase is separated and discarded. The organic pha... The reactants are C(C)(C)(C)OC(=O)N1CC(N(CC1)CC1=CC(=CC=C1)C1=NC(=NC=C1)Cl)(C)C (4-[3-(2-Chloro-pyrimidin-4-yl)-benzyl]-3,3-dimethyl-piperazine-1-carboxylic acid tert-butyl ester), FC=1C=C(C=CC1)CCN (2-(3-fluoro-phenyl)-ethylamine), 438. The product is CC1(N(CCNC1)CC=1C=C(C=CC1)C1=NC(=NC=C1)NCCC1=CC(=CC=C1)F)C ({4-[3-(2,2-Dimethyl-piperazin-1-ylmethyl)-phenyl]-pyrimidin-2-yl}-[2-(3-fluoro-phenyl)-ethyl]-amine). As a reaction SMILES: C(OC([N:8]1[CH2:13][CH2:12][N:11]([CH2:14][C:15]2[CH:20]=[CH:19][CH:18]=[C:17]([C:21]3[CH:26]=[CH:25][N:24]=[C:23](Cl)[N:22]=3)[CH:16]=2)[C:10]([CH3:29])([CH3:28])[CH2:9]1)=O)(C)(C)C.[F:30][C:31]1[CH:32]=[C:33]([CH2:37][CH2:38][NH2:39])[CH:34]=[CH:35][CH:36]=1>>[CH3:29][C:10]1([CH3:28])[CH2:9][NH:8][CH2:13][CH2:12][N:11]1[CH2:14][C:15]1[CH:16]=[C:17]([C:21]2[CH:26]=[CH:25][N:24]=[C:23]([NH:39][CH2:38][CH2:37][C:33]3[CH:34]=[CH:35][CH:36]=[C:31]([F:30])[CH:32]=3)[N:22]=2)[CH:18]=[CH:19][CH:20]=1. Procedure details: Intermediate 141 was coupled with 2-(3-fluoro-phenyl)-ethylamine following procedure F. The resulting product was deprotected following procedure G2. LC-MS showed the product had the expected M+H3O+of 438. 1H NMR (Varian 300 MHz, CD3OD, shifts relative to the solvent peak at 3.3 ppm) δ 8.75 (s, 1H) 8.36 (d, 2H) 7.96 (d, 1H) 7.65 (m, 2H) 7.27 (m, 1H) 7.18 (m, 2H)) 6.92 (m, 1H) 4.54 (s, 2H) 3.96 (t, 2H) 3.72 (s, 2H) 3.59 (t, 2H) 3.35 (t, 2H) 3.08 (t, 2H) 1.74 (s, 6H). Reactants: CN1CCOCC1 (N-methylmorpholine), O-(benzotriazol1-yl)-N,N,N′,N′,-tetramethyluronium hexafluorophosphate, CC(C)(OC(=O)NC1=C(C(=O)O)C(=CC=C1)C)C (2-{[(1,1-dimethylethoxy)carbonyl]amino}-6-methylbenzoic acid), NC1=CC=C(C=C1)C (p-toluidine), C(O)([O-])=O.[Na+] (sodium hydrogen carbonate). Solvent: CN(C=O)C (dimethylformamide). Conditions: temperature 18 celsius, time 16 hour. Yields the product NC1=C(C(=O)N)C(=CC=C1C1=CC=C(C=C1)C)C (2-Amino-(4-methylphenyl)-6-methylbenzamide). Reaction SMILES: C[N:2]1CCOCC1.CC(C)(OC([NH:14][C:15]1[CH:23]=[CH:22][CH:21]=[C:20]([CH3:24])[C:16]=1[C:17]([OH:19])=O)=O)C.N[C:27]1[CH:32]=[CH:31][C:30]([CH3:33])=[CH:29][CH:28]=1.C(=O)([O-])O.[Na+]>CN(C)C=O>[NH2:14][C:15]1[C:23]([C:27]2[CH:32]=[CH:31][C:30]([CH3:33])=[CH:29][CH:28]=2)=[CH:22][CH:21]=[C:20]([CH3:24])[C:16]=1[C:17]([NH2:2])=[O:19] |f:3.4|. Reported procedure: Firstly N-methylmorpholine (6.15 mL, 5.64 g, 55.8 mmol) and then O-(benzotriazol1-yl)-N,N,N′,N′,-tetramethyluronium hexafluorophosphate (10.15 g, 26.8 mmol) are added to a stirred mixture of 2-{[(1,1-dimethylethoxy)carbonyl]amino}-6-methylbenzoic acid (5.60 g, 22.3 mmol) and p-toluidine 4.78 g, 44.6 mmol) in dry dimethylformamide (110 mL) under an argon atmosphere, and stirred at 18° C. for 16 hours. The solvent is evaporated off under reduced pressure to give a residue which is treated with aqu... The reactants are O=C1C(CCC1)C(=O)OCC (ethyl 2-oxocyclopentanecarboxylate), CC1=CC=CC(=N1)NN ((6-methyl-pyridin-2-yl)-hydrazine). The yield is 72.8%. The product is C(C)OC(=O)C1C(CCC1)=NNC1=NC(=CC=C1)C (2-[(6-methyl-pyridin-2-yl)-hydrazono]-cyclopentanecarboxylic acid ethyl ester). As a reaction SMILES: O=[C:2]1[CH2:6][CH2:5][CH2:4][CH:3]1[C:7]([O:9][CH2:10][CH3:11])=[O:8].[CH3:12][C:13]1[N:18]=[C:17]([NH:19][NH2:20])[CH:16]=[CH:15][CH:14]=1>C(O)C>[CH2:10]([O:9][C:7]([CH:3]1[CH2:4][CH2:5][CH2:6][C:2]1=[N:20][NH:19][C:17]1[CH:16]=[CH:15][CH:14]=[C:13]([CH3:12])[N:18]=1)=[O:8])[CH3:11]. Procedure: A solution of ethyl 2-oxocyclopentanecarboxylate (6.34 g, 5.88 mL) and (6-methyl-pyridin-2-yl)-hydrazine (5 g) in ethanol (100 mL) was heated to 80° C. under an atmosphere of nitrogen for about 19 hours. The reaction mixture was cooled to room temperature and the solvent removed in vacuo to provide a crude material (7.72 g), which was directly taken to the next reaction. Solvent: C(C)O (ethanol).